From a dataset of the Open Reaction Database (ORD), a public repository of structured organic reaction records. describe an organic reaction: reactants, conditions, products, and yield The reactants are ClC1=CC(N(C(N1CC1=CC=C(C=C1)C1=C(C=CC=C1)C#N)=O)CCC)=O (6-chloro-1-(2'-cyanobiphenyl-4-yl)methyl-3-propylpyrimidine-2,4(1H,3H)-dione), C1(=CC=CC=C1)S (thiophenol), C([O-])([O-])=O.[K+].[K+] (potassium carbonate). Solvent: C(C)#N (acetonitrile). Product: C(#N)C1=C(C=CC=C1)C1=CC=C(C=C1)CN1C(N(C(C=C1SC1=CC=CC=C1)=O)CCC)=O (1-(2'-Cyanobiphenyl-4-yl)methyl-6-phenylthio-3-propylpyrimidine-2,4(1H,3H)-dione). Reaction SMILES: Cl[C:2]1[N:7]([CH2:8][C:9]2[CH:14]=[CH:13][C:12]([C:15]3[CH:20]=[CH:19][CH:18]=[CH:17][C:16]=3[C:21]#[N:22])=[CH:11][CH:10]=2)[C:6](=[O:23])[N:5]([CH2:24][CH2:25][CH3:26])[C:4](=[O:27])[CH:3]=1.[C:28]1([SH:34])[CH:33]=[CH:32][CH:31]=[CH:30][CH:29]=1.C(=O)([O-])[O-].[K+].[K+]>C(#N)C>[C:21]([C:16]1[CH:17]=[CH:18][CH:19]=[CH:20][C:15]=1[C:12]1[CH:13]=[CH:14][C:9]([CH2:8][N:7]2[C:2]([S:34][C:28]3[CH:33]=[CH:32][CH:31]=[CH:30][CH:29]=3)=[CH:3][C:4](=[O:27])[N:5]([CH2:24][CH2:25][CH3:26])[C:6]2=[O:23])=[CH:10][CH:11]=1)#[N:22] |f:2.3.4|. Reported procedure: A mixture of 6-chloro-1-(2'-cyanobiphenyl-4-yl)methyl-3-propylpyrimidine-2,4(1H,3H)-dione (1 g), thiophenol (0.33 ml) and potassium carbonate (0.44 g) in acetonitrile (20 ml) was heated under reflux for 5 hours. The reaction mixture was allowed to cool and the precipitate was removed by filtration. Starting materials: ClC=1C=C(OCC2=CC(=C(C(=O)N)C=C2F)F)C=CC1Cl (4-((3,4-dichlorophenoxy)methyl)-2,5-difluorobenzamide), C[Si]([N-][Si](C)(C)C)(C)C.[Li+] (lithium hexamethyldisilazide), C1CCOC1 (THF), C1CCOC1 (THF), CS(=O)(=O)Cl (methanesulphonyl chloride). Solvent: CCOC(=O)C (EtOAc). Conditions: time 17.5 minute. Product: C(C)NCC.ClC=1C=C(OCC2=CC(=C(C(=O)NS(=O)(=O)C)C=C2F)F)C=CC1Cl (4-((3,4-Dichlorophenoxy)methyl)-2,5-difluoro-N-(methylsulfonyl)benzamide Diethylamine salt). RXN SMILES: [Cl:1][C:2]1[CH:3]=[C:4]([CH:18]=[CH:19][C:20]=1[Cl:21])[O:5][CH2:6][C:7]1[C:15]([F:16])=[CH:14][C:10]([C:11]([NH2:13])=[O:12])=[C:9]([F:17])[CH:8]=1.C[Si](C)(C)[N-][Si](C)(C)C.[Li+].[CH3:32][S:33](Cl)(=[O:35])=[O:34].[CH2:37]1COC[CH2:38]1>CCOC(C)=O>[CH2:37]([NH:13][CH2:11][CH3:10])[CH3:38].[Cl:1][C:2]1[CH:3]=[C:4]([CH:18]=[CH:19][C:20]=1[Cl:21])[O:5][CH2:6][C:7]1[C:15]([F:16])=[CH:14][C:10]([C:11]([NH:13][S:33]([CH3:32])(=[O:35])=[O:34])=[O:12])=[C:9]([F:17])[CH:8]=1 |f:1.2,6.7|. Reported procedure: To 4-((3,4-dichlorophenoxy)methyl)-2,5-difluorobenzamide (Preparation 24, 60 mg, 0.18 mmol) in THF (2 mL) was added a THF solution of lithium hexamethyldisilazide (1 M, 0.362 mL, 0.362 mmol) over 2 minutes. After stirring for 15-20 minutes, methanesulphonyl chloride (0.028 mL, 0.362 mmol) was added and the solution was stirred for 18 hours at room temperature. The reaction mixture was then diluted with EtOAc and washed twice with water. The organic layer was dried over sodium sulphate and evapor... The reactants are BrC=1C=NC=2N(C1)N=C(C2)C(=O)O (6-bromo-pyrazolo[1,5-a]pyrimidine-2-carboxylic acid), FC1=CC=C(C=N1)C=1C=C2CCNC(C2=CC1)C (6-(6-Fluoro-pyridin-3-yl)-1-methyl-1,2,3,4-tetrahydro-isoquinoline). Product: BrC=1C=NC=2N(C1)N=C(C2)C(=O)N2C(C1=CC=C(C=C1CC2)C=2C=NC(=CC2)F)C ((6-Bromo-pyrazolo[1,5-a]pyrimidin-2-yl)-[6-(6-fluoro-pyridin-3-yl)-1-methyl-3,4-dihydro-1H-isoquinolin-2-yl]-methanone). RXN SMILES: [Br:1][C:2]1[CH:3]=[N:4][C:5]2[N:6]([N:8]=[C:9]([C:11]([OH:13])=O)[CH:10]=2)[CH:7]=1.[F:14][C:15]1[N:20]=[CH:19][C:18]([C:21]2[CH:22]=[C:23]3[C:28](=[CH:29][CH:30]=2)[CH:27]([CH3:31])[NH:26][CH2:25][CH2:24]3)=[CH:17][CH:16]=1>>[Br:1][C:2]1[CH:3]=[N:4][C:5]2[N:6]([N:8]=[C:9]([C:11]([N:26]3[CH2:25][CH2:24][C:23]4[C:28](=[CH:29][CH:30]=[C:21]([C:18]5[CH:19]=[N:20][C:15]([F:14])=[CH:16][CH:17]=5)[CH:22]=4)[CH:27]3[CH3:31])=[O:13])[CH:10]=2)[CH:7]=1. Procedure: In close analogy to the procedure described in Example 1, 6-bromo-pyrazolo[1,5-a]pyrimidine-2-carboxylic acid is reacted with 6-(6-Fluoro-pyridin-3-yl)-1-methyl-1,2,3,4-tetrahydro-isoquinoline to provide the title compound in moderate yield.